This data is from the Open Reaction Database (ORD), a public repository of structured organic reaction records. The task is: describe an organic reaction: reactants, conditions, products, and yield The reactants are BrC1=CC=CC2=C(N(N=C12)C)Cl (7-bromo-3-chloro-2-methyl-2H-indazole), ClC1=C(C=CC(=C1)Cl)B(O)O (2,4-dichlorophenyl boronic acid), COCCOC (ethylene glycol dimethyl ether), C(=O)([O-])[O-].[Na+].[Na+] (Na2CO3). The reagents and catalysts are C=1C=CC(=CC1)[P](C=2C=CC=CC2)(C=3C=CC=CC3)[Pd]([P](C=4C=CC=CC4)(C=5C=CC=CC5)C=6C=CC=CC6)([P](C=7C=CC=CC7)(C=8C=CC=CC8)C=9C=CC=CC9)[P](C=1C=CC=CC1)(C=1C=CC=CC1)C=1C=CC=CC1 (tetrakis(triphenylphosphine)palladium(0)). Run in C(C)(=O)OCC (ethyl acetate). Reaction conditions: temperature 88 celsius, time 8 hour. Yields the product EtOAc hexanes, ClC=1N(N=C2C(=CC=CC12)C1=C(C=C(C=C1)Cl)Cl)C (3-chloro-7-(2,4-dichloro-phenyl)-2-methyl-2H-indazole). Yield: 63.2%. As a reaction SMILES: Br[C:2]1[C:10]2[C:6](=[C:7]([Cl:12])[N:8]([CH3:11])[N:9]=2)[CH:5]=[CH:4][CH:3]=1.[Cl:13][C:14]1[CH:19]=[C:18]([Cl:20])[CH:17]=[CH:16][C:15]=1B(O)O.COCCOC.C([O-])([O-])=O.[Na+].[Na+]>C(OCC)(=O)C.C1C=CC([P]([Pd]([P](C2C=CC=CC=2)(C2C=CC=CC=2)C2C=CC=CC=2)([P](C2C=CC=CC=2)(C2C=CC=CC=2)C2C=CC=CC=2)[P](C2C=CC=CC=2)(C2C=CC=CC=2)C2C=CC=CC=2)(C2C=CC=CC=2)C2C=CC=CC=2)=CC=1>[Cl:12][C:7]1[N:8]([CH3:11])[N:9]=[C:10]2[C:6]=1[CH:5]=[CH:4][CH:3]=[C:2]2[C:17]1[CH:16]=[CH:15][C:14]([Cl:13])=[CH:19][C:18]=1[Cl:20] |f:3.4.5,^1:45,47,66,85|. Reported procedure: A mixture of 7-bromo-3-chloro-2-methyl-2H-indazole (0.079 g, 0.32 mmol), 2,4-dichlorophenyl boronic acid (0.122 g, 0.641 mmol), 2 mL of ethylene glycol dimethyl ether, 2 mL of a 2 M aqueous Na2CO3 solution, and tetrakis(triphenylphosphine)palladium(0) (0.011 g, 0.010 mmol) was stirred at 88° C. overnight, then diluted with 10 mL of ethyl acetate. The mixture was washed with two 5 mL portions of a saturated aqueous NaCl solution, dried, filtered, and concentrated to a yellow oil. Column chromatog... Starting materials: 3, BrBr (Br2), CC1=COC2=C1C=C(C=C2)C=C2C(NC(S2)=O)=O (5-(3-Methyl-benzofuran-5-ylmethylene)-thiazolidine-2,4-dione), BrBr (Br2). Solvent: CC(=O)O (AcOH). Product: BrC=1OC2=C(C1C)C=C(C=C2)C=C2C(NC(S2)=O)=O (5-(2-Bromo-3-methyl-benzofuran-5-ylmethylene)-thiazolidine-2,4-dione). Isolated yield 66.0%. As a reaction SMILES: [CH3:1][C:2]1[C:6]2[CH:7]=[C:8]([CH:11]=[C:12]3[S:16][C:15](=[O:17])[NH:14][C:13]3=[O:18])[CH:9]=[CH:10][C:5]=2[O:4][CH:3]=1.[Br:19]Br>CC(O)=O>[Br:19][C:3]1[O:4][C:5]2[CH:10]=[CH:9][C:8]([CH:11]=[C:12]3[S:16][C:15](=[O:17])[NH:14][C:13]3=[O:18])=[CH:7][C:6]=2[C:2]=1[CH3:1]. Procedure details: In a 25 ml 3 neck flask was placed 5-(3-methyl-benzofuran-5-ylmethylene)-thiazolidine-2,4-dione (100 mg, 0.39 mmol) (example 68) and Br2 (20 ul, 1 eq.) in 2 ml of AcOH at 0° C. The mixture was allowed to warm to room temperature. After 2 h at room temperature another equivalent of Br2 was added. After 3 h the reaction was filtered off to obtain a yellow product being the title compound (87 mg, 66%). The reactants are NC=1C=C(C#N)C(=CN1)Br (2-amino-5-bromo-isonicotinonitrile), C(=O)(O)[O-].[Na+] (NaHCO3), ClCC=O (chloracetaldehyde). Solvent: CCO (EtOH). Yields the product BrC=1C(=CC=2N(C1)C=CN2)C#N (6-Bromo-imidazo[1,2-a]pyridine-7-carbonitrile). Yield: 53.0%. RXN SMILES: [NH2:1][C:2]1[CH:3]=[C:4]([C:7]([Br:10])=[CH:8][N:9]=1)[C:5]#[N:6].C([O-])(O)=O.[Na+].Cl[CH2:17][CH:18]=O>CCO>[Br:10][C:7]1[C:4]([C:5]#[N:6])=[CH:3][C:2]2[N:9]([CH:17]=[CH:18][N:1]=2)[CH:8]=1 |f:1.2|. Procedure details: A mixture of 2-amino-5-bromo-isonicotinonitrile (5.0 g, 25.3 mmol), NaHCO3 (3.6 g, 42.9 mmol) and chloracetaldehyde (17.0 mL, 114.0 mmol) in EtOH (160 mL) was vigorously stirred and refluxed for 14 h. The reaction mixture was cooled to RT, concentrated under vacuum and the remaining residue was suspended in DCM (500 mL) and brine (100 mL). The aqueous layer was separated and extracted with DCM (5×), and the combined organic fractions were dried over Na2SO4, filtered, and evaporated. The residue ... Starting materials: CCOP(=O)(CC#N)OCC, COc1cc(COc2nn(-c3ccccc3)cc2C=O)ccc1OCc1nc(-c2ccccc2)oc1C, CN(C)C=O, [H-], [Na+], O. The product is COc1cc(COc2nn(-c3ccccc3)cc2C=CC#N)ccc1OCc1nc(-c2ccccc2)oc1C. As a reaction SMILES: [CH2:38]([O:39][P:40]([O:41][CH2:42][CH3:43])(=[O:44])[CH2:46][C:47]#[N:48])[CH3:45].[CH3:1][O:2][c:3]1[cH:4][c:5]([CH2:6][O:7][c:8]2[n:9][n:10](-[c:15]3[cH:16][cH:17][cH:18][cH:19][cH:20]3)[cH:11][c:12]2[CH:13]=[O:14])[cH:21][cH:22][c:23]1[O:24][CH2:25][c:26]1[n:27][c:28](-[c:32]2[cH:33][cH:34][cH:35][cH:36][cH:37]2)[o:29][c:30]1[CH3:31].[CH3:49][N:50]([CH3:51])[CH:52]=[O:53].[H-:54].[Na+:55].[OH2:56]>>[CH3:1][O:2][c:3]1[cH:4][c:5]([CH2:6][O:7][c:8]2[n:9][n:10](-[c:15]3[cH:16][cH:17][cH:18][cH:19][cH:20]3)[cH:11][c:12]2[CH:13]=[CH:46][C:47]#[N:48])[cH:21][cH:22][c:23]1[O:24][CH2:25][c:26]1[n:27][c:28](-[c:32]2[cH:33][cH:34][cH:35][cH:36][cH:37]2)[o:29][c:30]1[CH3:31].